The task is: describe an organic reaction: reactants, conditions, products, and yield. This data is from the Open Reaction Database (ORD), a public repository of structured organic reaction records. Reactants: COC(=O)c1ccc2c(c1)CCC1C2=NN(c2ccc(C#N)c(OCc3ccccc3)c2)C1C1CCCC1, CCOC(C)=O, [H][H]. Product: COC(=O)c1ccc2c(c1)CCC1C2=NN(c2ccc(C#N)c(O)c2)C1C1CCCC1. Reaction SMILES: [CH2:1]([c:2]1[cH:3][cH:4][cH:5][cH:6][cH:7]1)[O:8][c:9]1[cH:10][c:11]([N:17]2[N:18]=[C:19]3[c:20]4[c:21]([cH:31][c:32]([C:35](=[O:36])[O:37][CH3:38])[cH:33][cH:34]4)[CH2:22][CH2:23][CH:24]3[CH:25]2[CH:26]2[CH2:27][CH2:28][CH2:29][CH2:30]2)[cH:12][cH:13][c:14]1[C:15]#[N:16].[CH3:41][CH2:42][O:43][C:44](=[O:45])[CH3:46].[H:39][H:40]>>[OH:8][c:9]1[cH:10][c:11]([N:17]2[N:18]=[C:19]3[c:20]4[c:21]([cH:31][c:32]([C:35](=[O:36])[O:37][CH3:38])[cH:33][cH:34]4)[CH2:22][CH2:23][CH:24]3[CH:25]2[CH:26]2[CH2:27][CH2:28][CH2:29][CH2:30]2)[cH:12][cH:13][c:14]1[C:15]#[N:16]. As a reaction SMILES: [B:29]([Br:30])([Br:31])[Br:32].[CH2:1]([CH3:2])[NH:3][C:4](=[O:5])[NH:6][c:7]1[s:8][c:9]2[c:10]([n:11]1)[cH:12][c:13](-[c:23]1[cH:24][n:25][cH:26][cH:27][cH:28]1)[cH:14][c:15]2-[c:16]1[n:17][c:18]([O:21][CH3:22])[s:19][cH:20]1.[Cl:33][CH2:34][Cl:35]>>[CH2:1]([CH3:2])[NH:3][C:4](=[O:5])[NH:6][c:7]1[s:8][c:9]2[c:10]([n:11]1)[cH:12][c:13](-[c:23]1[cH:24][n:25][cH:26][cH:27][cH:28]1)[cH:14][c:15]2-[c:16]1[n:17][c:18]([OH:21])[s:19][cH:20]1. Reactants: BrB(Br)Br, CCNC(=O)Nc1nc2cc(-c3cccnc3)cc(-c3csc(OC)n3)c2s1, ClCCl. Product: CCNC(=O)Nc1nc2cc(-c3cccnc3)cc(-c3csc(O)n3)c2s1.